Dataset: the Open Reaction Database (ORD), a public repository of structured organic reaction records. Task: describe an organic reaction: reactants, conditions, products, and yield The reactants are N(CC(=O)N[C@@H](CC1=CNC=N1)C(=O)O)C(=O)CCCCCCCCCCCCCCC (N-palmitoyl-Gly-His), C(CN(CC(=O)[O-])CC(=O)[O-])N(CC(=O)[O-])CC(=O)[O-].[Na+].[Na+].[Na+].[Na+] (sodium ethylenediaminetetraacetate), C(CN(CC(=O)[O-])CC(=O)[O-])N(CC(=O)[O-])CC(=O)[O-].[Na+].[Na+].[Na+].[Na+] (sodium ethylenediaminetetraacetate), N(CC(=O)N[C@@H](CC1=CNC=N1)C(=O)O)C(=O)CCCCCCCCCCCCCCC (N-palmitoyl-Gly-His), sodium ethylenediaminediacetate. Conditions: time 60 minute. Product: N(CC(=O)O)C(=O)CCCCCCCCCCCCCCC (N-Palmitoyl-Gly). As a reaction SMILES: [NH:1]([C:16]([CH2:18][CH2:19][CH2:20][CH2:21][CH2:22][CH2:23][CH2:24][CH2:25][CH2:26][CH2:27][CH2:28][CH2:29][CH2:30][CH2:31][CH3:32])=[O:17])[CH2:2][C:3](N[C@H](C(O)=O)CC1N=CNC=1)=[O:4].C(N(CC([O-])=O)CC([O-])=O)CN(CC([O-])=O)CC([O-])=[O:38].[Na+].[Na+].[Na+].[Na+]>>[NH:1]([C:16]([CH2:18][CH2:19][CH2:20][CH2:21][CH2:22][CH2:23][CH2:24][CH2:25][CH2:26][CH2:27][CH2:28][CH2:29][CH2:30][CH2:31][CH3:32])=[O:17])[CH2:2][C:3]([OH:4])=[O:38] |f:1.2.3.4.5|. Procedure: N-palmitoyl-Gly-His obtained in the above-described synthesis example was added in a screw bottle (manufactured by Maruemu Corporation) such that the concentration of N-palmitoyl-Gly-His was 1.0 wt % (w/w) and the concentration of an additive (sodium ethylenediaminediacetate, sodium ethylenediaminetetraacetate) was 1.0 wt % (w/w), and a stirring bar (manufactured by As One Corporation, 4 mm×10 mm) was put thereinto. The additives (each having a pH that is outside the range of 6.5 to 9.3 or 1.8 t... Reactants: COC1=CC(=C(C(=C1)C)S(=O)(=O)N(C)CC1=NN=C(O1)C(=O)OCC)C (Ethyl 5-({[(4-methoxy-2,6-dimethylphenyl)sulfonyl](methyl)amino}methyl)-1,3,4-oxadiazole-2-carboxylate), CNCC=1C=C2CN(CC2=CC1)C (N-methyl-1-(2-methyl-2,3-dihydro-1H-isoindol-5-yl)methanamine). Solvent: ClCCCl (DCE). Run at temperature 0 celsius. Product: COC1=CC(=C(C(=C1)C)S(=O)(=O)N(C)CC1=NN=C(O1)C(=O)N(CC=1C=C2CN(CC2=CC1)C)C)C (5-({[(4-Methoxy-2,6-dimethylphenyl)sulfonyl](methyl)amino}methyl)-N-methyl-N-[(2-methyl-2,3-dihydro-1H-isoindol-5-yl)methyl]-1,3,4-oxadiazole-2-carboxamide). As a reaction SMILES: [CH3:1][O:2][C:3]1[CH:8]=[C:7]([CH3:9])[C:6]([S:10]([N:13]([CH2:15][C:16]2[O:20][C:19]([C:21]([O:23]CC)=O)=[N:18][N:17]=2)[CH3:14])(=[O:12])=[O:11])=[C:5]([CH3:26])[CH:4]=1.[CH3:27][NH:28][CH2:29][C:30]1[CH:31]=[C:32]2[C:36](=[CH:37][CH:38]=1)[CH2:35][N:34]([CH3:39])[CH2:33]2>ClCCCl>[CH3:1][O:2][C:3]1[CH:4]=[C:5]([CH3:26])[C:6]([S:10]([N:13]([CH2:15][C:16]2[O:20][C:19]([C:21]([N:28]([CH3:27])[CH2:29][C:30]3[CH:31]=[C:32]4[C:36](=[CH:37][CH:38]=3)[CH2:35][N:34]([CH3:39])[CH2:33]4)=[O:23])=[N:18][N:17]=2)[CH3:14])(=[O:11])=[O:12])=[C:7]([CH3:9])[CH:8]=1. Procedure: Ethyl 5-({[(4-methoxy-2,6-dimethylphenyl)sulfonyl](methyl)amino}methyl)-1,3,4-oxadiazole-2-carboxylate (30 mg, 0.081 mmol) and N-methyl-1-(2-methyl-2,3-dihydro-1H-isoindol-5-yl)methanamine (29 mg, 0.162 mmol) were dissolved in DCE (5 mL) and stirred at 0° C. prior to being degassed with N2. Trimethylaluminium (2M in toluene, 80 μl) was added dropwise to this solution. Upon completion of addition, the reaction was heated to 60° C. and stirred for 1 h. The reaction was cooled, and saturated aqueou... Reactants: [O-]C#N.[K+] (potassium cyanate), Cl.OC(CS(=O)CCN)CO (2-(2,3-dihydroxy propylsulfinyl) ethylamine hydrochloride). The solvent is O (water). Reaction conditions: temperature -5 celsius, time 1 hour. The product is OC(CS(=O)CCNC(=O)N)CO (2-(2,3-dihydroxy propylsulfinyl) ethylurea). RXN SMILES: [O-:1][C:2]#[N:3].[K+].Cl.[OH:6][CH:7]([CH2:14][OH:15])[CH2:8][S:9]([CH2:11][CH2:12][NH2:13])=[O:10]>O>[OH:6][CH:7]([CH2:14][OH:15])[CH2:8][S:9]([CH2:11][CH2:12][NH:13][C:2]([NH2:3])=[O:1])=[O:10] |f:0.1,2.3|. Procedure details: There is slowly added to an aqueous solution of potassium cyanate (5 × 10-3 mole) a solution of 5 × 10-3 mole of 2-(2,3-dihydroxy propylsulfinyl) ethylamine hydrochloride in water. This mixture is agitated for 1 hour at a temperature lower than -5° C. The mixture is then concentrated under reduced pressure and the resulting residue is taken up in methanol and filtered. The filtrate is evaporated and the residue is crystallized in a mixture of isopropanol and acetonitrile, yielding white crystals... The solvent is O (H2O). Reported procedure: 5-(5-Methoxy-benzofuran-2-yl)-pyridine-2-carboxylic acid amide (0.21 mmol) was mixed with CH2Cl2 (3 mL) at 0° C. under argon atmosphere. BBr3 (1M in CH2Cl2) (1.0 mL) was added dropwise and the mixture was stirred for 2 h at rt. The mixture was hydrolysed with H2O followed by NaHCO3 (sat. aq.). The resulting mixture was filtered, and the obtained precipitate was washed with H2O and EtOAc. The solid was dried at 40° C. for 15 h under vacuum to give the title compound (20 mg). 1H NMR δ ppm 9.08 (d,... Reactants: C(=O)(O)[O-].[Na+] (NaHCO3), COC=1C=CC2=C(C=C(O2)C=2C=CC(=NC2)C(=O)N)C1 (5-(5-Methoxy-benzofuran-2-yl)-pyridine-2-carboxylic acid amide), C(Cl)Cl (CH2Cl2), B(Br)(Br)Br (BBr3). Conditions: time 2 hour. The yield is 37.5%. Reaction SMILES: C[O:2][C:3]1[CH:4]=[CH:5][C:6]2[O:10][C:9]([C:11]3[CH:12]=[CH:13][C:14]([C:17]([NH2:19])=[O:18])=[N:15][CH:16]=3)=[CH:8][C:7]=2[CH:20]=1.C(Cl)Cl.B(Br)(Br)Br.C([O-])(O)=O.[Na+]>O>[OH:2][C:3]1[CH:4]=[CH:5][C:6]2[O:10][C:9]([C:11]3[CH:12]=[CH:13][C:14]([C:17]([NH2:19])=[O:18])=[N:15][CH:16]=3)=[CH:8][C:7]=2[CH:20]=1 |f:3.4|. Yields the product OC=1C=CC2=C(C=C(O2)C=2C=CC(=NC2)C(=O)N)C1 (5-(5-Hydroxy-benzofuran-2-yl)-pyridine-2-carboxylic acid amide).